This data is from the Open Reaction Database (ORD), a public repository of structured organic reaction records. The task is: describe an organic reaction: reactants, conditions, products, and yield Product: O1CCN(CC1)CC1=NC=2N(C(=C1)N(COCC[Si](C)(C)C)COCC[Si](C)(C)C)N=CC2C=2C=NC1=CC=CC=C1C2 (5-(morpholinomethyl)-3-(quinolin-3-yl)-N,N-bis((2-(trimethylsilyl)ethoxy)methyl)pyrazolo[1,5-a]pyrimidin-7-amine). Run at time 15 minute. Reported procedure: To 7-(bis((2-(trimethylsilyl)ethoxy)methyl)amino)-3-(quinolin-3-yl)pyrazolo[1,5-a]pyrimidine-5-carbaldehyde (0.15 g, 0.3 mmol) in EtOH (10 mL) was added morpholine (0.12 mL, 1.4 mmol) and AcOH (0.2 mL), and the resulting mixture was stirred at room temperature for 15 minutes. NaBH3CN (0.12 g, 2.0 mmol) in EtOH (1.5 mL total) was then added and the reaction mixture was stirred at room temperature for 16 hours, at which time LC/MS analysis confirmed full consumption of starting material. Saturated... Yield: 107.4%. The solvent is CCO (EtOH), CCO (EtOH). As a reaction SMILES: [CH3:1][Si:2]([CH3:38])([CH3:37])[CH2:3][CH2:4][O:5][CH2:6][N:7]([CH2:29][O:30][CH2:31][CH2:32][Si:33]([CH3:36])([CH3:35])[CH3:34])[C:8]1[N:13]2[N:14]=[CH:15][C:16]([C:17]3[CH:18]=[N:19][C:20]4[C:25]([CH:26]=3)=[CH:24][CH:23]=[CH:22][CH:21]=4)=[C:12]2[N:11]=[C:10]([CH:27]=O)[CH:9]=1.[NH:39]1[CH2:44][CH2:43][O:42][CH2:41][CH2:40]1.CC(O)=O.[BH3-]C#N.[Na+]>CCO>[O:42]1[CH2:43][CH2:44][N:39]([CH2:27][C:10]2[CH:9]=[C:8]([N:7]([CH2:6][O:5][CH2:4][CH2:3][Si:2]([CH3:1])([CH3:37])[CH3:38])[CH2:29][O:30][CH2:31][CH2:32][Si:33]([CH3:35])([CH3:34])[CH3:36])[N:13]3[N:14]=[CH:15][C:16]([C:17]4[CH:18]=[N:19][C:20]5[C:25]([CH:26]=4)=[CH:24][CH:23]=[CH:22][CH:21]=5)=[C:12]3[N:11]=2)[CH2:40][CH2:41]1 |f:3.4|. Reactants: [BH3-]C#N.[Na+] (NaBH3CN), C[Si](CCOCN(C1=CC(=NC=2N1N=CC2C=2C=NC1=CC=CC=C1C2)C=O)COCC[Si](C)(C)C)(C)C (7-(bis((2-(trimethylsilyl)ethoxy)methyl)amino)-3-(quinolin-3-yl)pyrazolo[1,5-a]pyrimidine-5-carbaldehyde), N1CCOCC1 (morpholine), CC(=O)O (AcOH). Starting materials: CN(C)CC1(c2ccc(O)cc2)CCOCC1, CCN(CCO)CCCCl, [K+], [K+], O=C([O-])[O-], CN(C)C=O. Product: CCN(CCO)CCCOc1ccc(C2(CN(C)C)CCOCC2)cc1. Reaction SMILES: [CH3:1][N:2]([CH3:3])[CH2:4][C:5]1([c:11]2[cH:12][cH:13][c:14]([OH:17])[cH:15][cH:16]2)[CH2:6][CH2:7][O:8][CH2:9][CH2:10]1.[Cl:18][CH2:19][CH2:20][CH2:21][N:22]([CH2:23][CH2:24][OH:25])[CH2:26][CH3:27].[K+:28].[K+:29].[O-:30][C:31]([O-:32])=[O:33].[O:34]=[CH:35][N:36]([CH3:37])[CH3:38]>>[CH3:1][N:2]([CH3:3])[CH2:4][C:5]1([c:11]2[cH:12][cH:13][c:14]([O:17][CH2:19][CH2:20][CH2:21][N:22]([CH2:23][CH2:24][OH:25])[CH2:26][CH3:27])[cH:15][cH:16]2)[CH2:6][CH2:7][O:8][CH2:9][CH2:10]1.